Dataset: the Open Reaction Database (ORD), a public repository of structured organic reaction records. Task: describe an organic reaction: reactants, conditions, products, and yield The reactants are FC1=C(OC=2C3=C(N=CN2)C=C(N3)C3=CC=CC=C3)C=CC(=C1)[N+](=O)[O-] (4-(2-Fluoro-4-nitrophenoxy)-6-phenyl-5H-pyrrolo[3,2-d]pyrimidine). The reagents and catalysts are [Fe] (iron). Solvent: C(C)(=O)O (acetic acid). Reaction conditions: time 5 minute. The product is FC=1C=C(C=CC1OC=1C2=C(N=CN1)C=C(N2)C2=CC=CC=C2)N (3-Fluoro-4-(6-phenyl-5H-pyrrolo[3,2-d]pyrimidin-4-yloxy)benzenamine). Yield: 41.5%. RXN SMILES: [F:1][C:2]1[CH:23]=[C:22]([N+:24]([O-])=O)[CH:21]=[CH:20][C:3]=1[O:4][C:5]1[C:6]2[NH:13][C:12]([C:14]3[CH:19]=[CH:18][CH:17]=[CH:16][CH:15]=3)=[CH:11][C:7]=2[N:8]=[CH:9][N:10]=1>C(O)(=O)C.[Fe]>[F:1][C:2]1[CH:23]=[C:22]([NH2:24])[CH:21]=[CH:20][C:3]=1[O:4][C:5]1[C:6]2[NH:13][C:12]([C:14]3[CH:19]=[CH:18][CH:17]=[CH:16][CH:15]=3)=[CH:11][C:7]=2[N:8]=[CH:9][N:10]=1. Procedure: To a solution of 253 (71.4 mg, 0,21 mmol) in acetic acid (2.1 mL) at 100° C., was added iron powder (59 mg, 1.05 mmol). The reaction mixture was stired for 5 minutes, filtered through a Celite® pad and concentrated under reduced pressure. The residue was purified by column chromatography, eluent EtOAc/hexane (2:1), to afford title compound 254 (27.9 mg, 40% yield). MS (m/z): 321.1 (M+1). The reactants are Cl (hydrochloric acid), O1C(CCCC1)OC(CCNC(C(=O)OCC)CCCCCCC(=O)OCC)CCCCC (diethyl 2-(3-(tetrahydropyran-2-yloxy)octylamino)nonanedioate), [O-]C#N.[K+] (potassium cyanate). The solvent is light petroleum, C(C)O (ethanol), C(C)O (ethanol), O (water). The product is C(C)OC(=O)CCCCCCC1C(NC(N1CCC(CCCCC)OC1OCCCC1)=O)=O (5-(6-ethoxycarbonylhexyl)-1-(3-(tetrahydropyran-2-yloxy)octyl)hydantoin). The yield is 94.2%. As a reaction SMILES: [O:1]1[CH2:6][CH2:5][CH2:4][CH2:3][CH:2]1[O:7][CH:8]([CH2:29][CH2:30][CH2:31][CH2:32][CH3:33])[CH2:9][CH2:10][NH:11][CH:12]([CH2:18][CH2:19][CH2:20][CH2:21][CH2:22][CH2:23][C:24]([O:26][CH2:27][CH3:28])=[O:25])[C:13]([O:15]CC)=O.[O-:34][C:35]#[N:36].[K+].Cl>C(O)C.O>[CH2:27]([O:26][C:24]([CH2:23][CH2:22][CH2:21][CH2:20][CH2:19][CH2:18][CH:12]1[N:11]([CH2:10][CH2:9][CH:8]([O:7][CH:2]2[CH2:3][CH2:4][CH2:5][CH2:6][O:1]2)[CH2:29][CH2:30][CH2:31][CH2:32][CH3:33])[C:35](=[O:34])[NH:36][C:13]1=[O:15])=[O:25])[CH3:28] |f:1.2|. Reported procedure: To a solution of diethyl 2-(3-(tetrahydropyran-2-yloxy)octylamino)nonanedioate (7.8 g) in ethanol (32 ml) was added a solution of potassium cyanate (3.0 g) in water (6 ml). The resulting suspension was stirred and cooled during the gradual addition of 2N-hydrochloric acid (16.7 ml). The solution was allowed to stand at room temperature for 22 hours, most of the ethanol was evaporated, water was added, and the insoluble oil was extracted with ether. The ether solution was washed with water, dried... Starting materials: ClC=1C=C(C=C(C1)Cl)SC1=C(N=C(N1CC1=CC=NC=C1)CO)C(C)C (5-(3,5-Dichlorophenylthio)-4-isoproyl-1-(4-pyridylmethyl)-2-hydroxymethyl-1H-imidazole), N(C(=O)[O-])C(=O)[O-] (iminodicarboxylate), N-1-naphthyloxycarbonyl isocyanate, C1(=CC=CC2=CC=CC=C12)O (1-naphthol), C(=NC(=O)Cl)=O (N-chlorocarbonylisocyanate). The product is N(C(=O)OC1=CC=CC2=CC=CC=C12)C(=O)OCC=1N(C(=C(N1)C(C)C)SC1=CC(=CC(=C1)Cl)Cl)CC1=CC=NC=C1 (5-(3,5-Dichlorophenylthio)-4-isopropyl-1-(4-pyridylmethyl)-1H-imidazol-2-ylmethyl 1-naphthyl iminodicaboxylate). Yield: 45.0%. Reaction SMILES: [Cl:1][C:2]1[CH:3]=[C:4]([S:9][C:10]2[N:14]([CH2:15][C:16]3[CH:21]=[CH:20][N:19]=[CH:18][CH:17]=3)[C:13]([CH2:22][OH:23])=[N:12][C:11]=2[CH:24]([CH3:26])[CH3:25])[CH:5]=[C:6]([Cl:8])[CH:7]=1.[NH:27]([C:31]([O-:33])=[O:32])[C:28]([O-:30])=O.[C:34]1(O)[C:43]2[C:38](=[CH:39][CH:40]=[CH:41][CH:42]=2)[CH:37]=[CH:36][CH:35]=1.C(=O)=NC(Cl)=O>>[NH:27]([C:28]([O:23][CH2:22][C:13]1[N:14]([CH2:15][C:16]2[CH:21]=[CH:20][N:19]=[CH:18][CH:17]=2)[C:10]([S:9][C:4]2[CH:3]=[C:2]([Cl:1])[CH:7]=[C:6]([Cl:8])[CH:5]=2)=[C:11]([CH:24]([CH3:26])[CH3:25])[N:12]=1)=[O:30])[C:31]([O:33][C:42]1[C:43]2[C:38](=[CH:37][CH:36]=[CH:35][CH:34]=2)[CH:39]=[CH:40][CH:41]=1)=[O:32]. Reported procedure: The compound 89 (245 mg, 0.6 mmol) was converted to the iminodicarboxylate with N-1-naphthyloxycarbonyl isocyanate prepared from 1-naphthol (158 mg, 1.1 mmol) and N-chlorocarbonylisocyanate (106 mg, 1 mmol) in the same manner as the example 82 to give the compound 104 (169 mg, 45%). Mp 166-167° C. Rf 0.38 (EtOAc). 1H-NMR (CDCl3): δH1.33 (6 H, d, J 6.8 Hz, (CH3)2CH), 3.21 (1 H, sep, J 6.9 Hz, (CH3)2CH), 5.33 (4 H, s, NCH2 and OCH2), 6.72 (2 H, d, J 1.6 Hz, arom 2- and 6-H), 6.78 (2 H, d-like, 4-p... The reactants are O=C([O-])[O-], CC(=O)[O-], CC(=O)[O-], COC(=O)C(C)(C)c1ccc(N2C(=O)N(Cc3ccnc(Cl)c3)C(C)(C)C2=O)cc1, [Cs+], [Cs+], Nc1cccnc1, C1COCCO1, [Pd+2]. The product is COC(=O)C(C)(C)c1ccc(N2C(=O)N(Cc3ccnc(Nc4cccnc4)c3)C(C)(C)C2=O)cc1. RXN SMILES: [C:38](=[O:39])([O-:40])[O-:41].[C:50]([O-:51])(=[O:52])[CH3:53].[C:55]([O-:56])(=[O:57])[CH3:58].[CH3:1][O:2][C:3]([C:4]([CH3:5])([CH3:6])[c:7]1[cH:8][cH:9][c:10]([N:13]2[C:14](=[O:29])[N:15]([CH2:21][c:22]3[cH:23][c:24]([Cl:28])[n:25][cH:26][cH:27]3)[C:16]([CH3:19])([CH3:20])[C:17]2=[O:18])[cH:11][cH:12]1)=[O:30].[Cs+:42].[Cs+:43].[NH2:31][c:32]1[cH:33][n:34][cH:35][cH:36][cH:37]1.[O:44]1[CH2:45][CH2:46][O:47][CH2:48][CH2:49]1.[Pd+2:54]>>[CH3:1][O:2][C:3]([C:4]([CH3:5])([CH3:6])[c:7]1[cH:8][cH:9][c:10]([N:13]2[C:14](=[O:29])[N:15]([CH2:21][c:22]3[cH:23][c:24]([NH:31][c:32]4[cH:33][n:34][cH:35][cH:36][cH:37]4)[n:25][cH:26][cH:27]3)[C:16]([CH3:19])([CH3:20])[C:17]2=[O:18])[cH:11][cH:12]1)=[O:30]. Starting materials: NC1=CC=C2CCC=3C=CC=C1C32 (5-aminoacenaphthene), C(=C(\C=O)/[N+](=O)[O-])\[O-].O.[Na+] (sodium nitromalondialdehyde monohydrate), P(=O)(Cl)(Cl)Cl (Phosphorous oxychloride), ice water, Cl.NC1=CC=CC=C1 (aniline hydrochloride), [OH-].[Na+] (sodium hydroxide). Solvent: C(C)(=O)O (acetic acid). Run at time 1 hour. Yields the product [N+](=O)([O-])C=1C=C2C=C3CCC4=CC=CC(C2=NC1)=C43 (8-Nitro-10-azaacephenanthrene). RXN SMILES: [NH2:1][C:2]1[C:12]2[C:13]3[C:5]([CH2:6][CH2:7][C:8]=3[CH:9]=[CH:10][CH:11]=2)=[CH:4][CH:3]=1.[CH:14](/[O-])=[C:15](\[N+:18]([O-:20])=[O:19])/[CH:16]=O.O.[Na+].Cl.NC1C=CC=CC=1.P(Cl)(Cl)(Cl)=O.[OH-].[Na+]>C(O)(=O)C>[N+:18]([C:15]1[CH:14]=[C:3]2[C:2](=[N:1][CH:16]=1)[C:12]1=[C:13]3[C:5]([CH2:6][CH2:7][C:8]3=[CH:9][CH:10]=[CH:11]1)=[CH:4]2)([O-:20])=[O:19] |f:1.2.3,4.5,7.8|. Reported procedure: A mixture of 5-aminoacenaphthene (Grabe, C. Liebigs Ann. der Chemie 1903, 327, 77) (5.0 g, 29.5 mmol) and sodium nitromalondialdehyde monohydrate (Fanta, P. E. Org. Syntheses Coll. vol. 4 1963, 844) (5.51 g, 35 mmol) in acetic acid (140 mL) was stirred for 1 h at room temperature and aniline hydrochloride (5.21 g, 40.2 mmol) was added. This mixture was stirred for 10 min and heated at reflux for 2 h. Phosphorous oxychloride (3 mL, 32.2 mmol) was added and heating was continued for 3 h. The resul... The reactants are C1COC2(CN(S(C3=C2C=CC=C3)(=O)=O)CCCCl)O1 (2-(3-chloropropyl)-2H-1,2-benzothiazin-4(3H)-one 1,1-dioxide ethylene ketal), Cl (hydrochloric acid). The solvent is CO (methanol). The product is ClCCCN1S(C2=C(C(C1)=O)C=CC=C2)(=O)=O (2-(3-Chloropropyl)-2H-1,2-benzothiazin-4(3H)-one 1,1-Dioxide). Isolated yield 97.5%. RXN SMILES: C1O[C:4]2([C:9]3[CH:10]=[CH:11][CH:12]=[CH:13][C:8]=3[S:7](=[O:15])(=[O:14])[N:6]([CH2:16][CH2:17][CH2:18][Cl:19])[CH2:5]2)[O:3]C1.Cl>CO>[Cl:19][CH2:18][CH2:17][CH2:16][N:6]1[CH2:5][C:4](=[O:3])[C:9]2[CH:10]=[CH:11][CH:12]=[CH:13][C:8]=2[S:7]1(=[O:15])=[O:14]. Reported procedure: A mixture of 2-(3-chloropropyl)-2H-1,2-benzothiazin-4(3H)-one 1,1-dioxide ethylene ketal (5.0 g, 15.7 mmol.), 3N aqueous hydrochloric acid (30 mL) and methanol (30 mL) was heated under refluxing for 20 min. Methanol was distilled off under reduced pressure. To the residue was added water (30 mL), and the mixture was extracted with ethyl ether. The ethyl ether portion was washed with an aqueous saturated sodium chloride solution, dried over anhydrous sodium sulfate, and placed under reduced press...